Dataset: the Open Reaction Database (ORD), a public repository of structured organic reaction records. Task: describe an organic reaction: reactants, conditions, products, and yield Reactants: C(C(=C)C)(=O)OCC1CO1 (glycidyl methacrylate), C(C(=C)C)(=O)OCCCC (n-butyl methacrylate), N(=NC(C#N)(CC(C)(OC)C)C)C(C#N)(CC(C)(C)OC)C (2,2'-azobis(4-methoxy-2,4-dimethylvaleronitrile)), C(CCCCCCCCCCC)S (n-dodecylmercaptan), polystyrene, epoxy. The solvent is O1CCOCC1 (dioxane), CO (methanol). The product is C(C(=C)C)(=O)OCC1CO1.C(C(=C)C)(=O)OCCCC (glycidyl methacrylate n-butyl methacrylate). Yield: 50.0%. Reaction SMILES: [C:1]([O:6][CH2:7][CH:8]1[O:10][CH2:9]1)(=[O:5])[C:2]([CH3:4])=[CH2:3].[C:11]([O:16][CH2:17][CH2:18][CH2:19][CH3:20])(=[O:15])[C:12]([CH3:14])=[CH2:13].N(C(C)(CC(OC)(C)C)C#N)=NC(C)(CC(C)(OC)C)C#N.C(S)CCCCCCCCCCC>CO.O1CCOCC1>[C:1]([O:6][CH2:7][CH:8]1[O:10][CH2:9]1)(=[O:5])[C:2]([CH3:4])=[CH2:3].[C:11]([O:16][CH2:17][CH2:18][CH2:19][CH3:20])(=[O:15])[C:12]([CH3:14])=[CH2:13] |f:6.7|. Procedure: Into a 1 l four-necked flask, 25.0 g of glycidyl methacrylate, 25.0 g of n-butyl methacrylate, 10.0 g of 2,2'-azobis(4-methoxy-2,4-dimethylvaleronitrile), 5.0 g of n-dodecylmercaptan and 500 ml of dioxane were charged, dissolved and stirred. Then, stirring was continued under a nitrogen stream at 70° C. for 4 hours. The reaction solution was put into methanol to precipitate the resin. Purification was repeated with tetrahydrofuran/methanol, and then vacuum drying was conducted at 40° C. to obtai... The reactants are C1(=CC=CC=C1)C(CC(CO)(O)C(F)(F)F)C (4-phenyl-2-trifluoromethyl-1,2-pentanediol), C1(=CC=C(C=C1)S(=O)(=O)Cl)C (4-toluenesulfonic acid chloride). The solvent is N1=CC=CC=C1 (pyridine). Conditions: time 16 hour. Yields the product OC(COS(=O)(=O)C1=CC=C(C=C1)C)(CC(C)C1=CC=CC=C1)C(F)(F)F (4-Toluenesulfonic acid-(2-hydroxy-4-phenyl-2-trifluoromethyl-pentyl)ester). As a reaction SMILES: [C:1]1([CH:7]([CH3:17])[CH2:8][C:9]([C:13]([F:16])([F:15])[F:14])([OH:12])[CH2:10][OH:11])[CH:6]=[CH:5][CH:4]=[CH:3][CH:2]=1.[C:18]1([CH3:28])[CH:23]=[CH:22][C:21]([S:24](Cl)(=[O:26])=[O:25])=[CH:20][CH:19]=1>N1C=CC=CC=1>[OH:12][C:9]([C:13]([F:14])([F:15])[F:16])([CH2:8][CH:7]([C:1]1[CH:2]=[CH:3][CH:4]=[CH:5][CH:6]=1)[CH3:17])[CH2:10][O:11][S:24]([C:21]1[CH:22]=[CH:23][C:18]([CH3:28])=[CH:19][CH:20]=1)(=[O:26])=[O:25]. Reported procedure: 4.25 g of 4-phenyl-2-trifluoromethyl-1,2-pentanediol in 30 ml of pyridine is mixed at 0° C. with 3.8 g of 4-toluenesulfonic acid chloride. After 16 hours at 0° C., it is concentrated by evaporation in a vacuum, mixed with ethyl acetate, washed with water, dried (Na2SO4) and concentrated by evaporation. By crystallization from ethyl acetate/hexane, 4.9 g of 4-toluenesulfonic acid-(2-hydroxy-4-phenyl-2-trifluoromethyl-pentyl)ester, melting point 95-96° C., is obtained.